The task is: describe an organic reaction: reactants, conditions, products, and yield. This data is from the Open Reaction Database (ORD), a public repository of structured organic reaction records. The reactants are COc1c(C)cc2c(c1C)CCC1(CCC1)N2, CC(C)=O, ClCc1ccc2ccccc2n1, [I-], [K+], [K+], [Na+], O=C([O-])[O-]. Yields the product COc1c(C)cc2c(c1C)CCC1(CCC1)N2Cc1ccc2ccccc2n1. As a reaction SMILES: [CH3:1][O:2][c:3]1[c:4]([CH3:17])[c:5]2[c:13]([cH:14][c:15]1[CH3:16])[NH:12][C:8]1([CH2:7][CH2:6]2)[CH2:9][CH2:10][CH2:11]1.[CH3:38][C:39](=[O:40])[CH3:41].[Cl:18][CH2:19][c:20]1[n:21][c:22]2[cH:23][cH:24][cH:25][cH:26][c:27]2[cH:28][cH:29]1.[I-:37].[K+:30].[K+:31].[Na+:36].[O-:32][C:33]([O-:34])=[O:35]>>[CH3:1][O:2][c:3]1[c:4]([CH3:17])[c:5]2[c:13]([cH:14][c:15]1[CH3:16])[N:12]([CH2:19][c:20]1[n:21][c:22]3[cH:23][cH:24][cH:25][cH:26][c:27]3[cH:28][cH:29]1)[C:8]1([CH2:7][CH2:6]2)[CH2:9][CH2:10][CH2:11]1.